From a dataset of the Open Reaction Database (ORD), a public repository of structured organic reaction records. describe an organic reaction: reactants, conditions, products, and yield The reactants are CCCCc1ccc(N)c([N+](=O)[O-])c1, CO, CCCCCC, [Cl-], NN, O, O, O, O, O, O, O. Product: CCCCc1ccc(N)c(N)c1. Reaction SMILES: [CH2:1]([CH2:2][CH2:3][CH3:4])[c:5]1[cH:6][c:7]([N+:12]([O-:13])=[O:14])[c:8]([NH2:9])[cH:10][cH:11]1.[CH3:15][OH:16].[CH3:27][CH2:28][CH2:29][CH2:30][CH2:31][CH3:32].[Cl-:23].[NH2:25][NH2:26].[OH2:17].[OH2:18].[OH2:19].[OH2:20].[OH2:21].[OH2:22].[OH2:24]>>[CH2:1]([CH2:2][CH2:3][CH3:4])[c:5]1[cH:6][c:7]([NH2:12])[c:8]([NH2:9])[cH:10][cH:11]1. The product is ClC1=NC=C2CC(=CN(C2=C1Cl)CC)C(=O)O (7,8-Dichloro-1-ethyl-1,4-dihydro-1,6-naphthyridine-3-carboxylic acid). As a reaction SMILES: [Cl:1][C:2]1[C:11]([Cl:12])=[C:10]2[C:5]([C:6](=O)[C:7]([C:15]([O:17]CC)=[O:16])=[CH:8][N:9]2[CH2:13][CH3:14])=[CH:4][N:3]=1.O.S(=O)(=O)(O)O>C(O)(=O)C>[Cl:1][C:2]1[C:11]([Cl:12])=[C:10]2[C:5]([CH2:6][C:7]([C:15]([OH:17])=[O:16])=[CH:8][N:9]2[CH2:13][CH3:14])=[CH:4][N:3]=1. Starting materials: ClC1=NC=C2C(C(=CN(C2=C1Cl)CC)C(=O)OCC)=O (ethyl 7,8-dichloro-1-ethyl-1,4-dihydro-4-oxo-1,6-naphthyridine-3-carboxylate), ice water, O (water), S(O)(O)(=O)=O (sulphuric acid). Reported procedure: 6.2 g (0.0196 mol) of ethyl 7,8-dichloro-1-ethyl-1,4-dihydro-4-oxo-1,6-naphthyridine-3-carboxylate are heated at reflux in a mixture of 26 ml of acetic acid, 26 ml of water and 2.6 ml of concentrated sulphuric acid for two hours. The cooled mixture is put into ice-water, and the product is isolated and washed with water. The solvent is C(C)(=O)O (acetic acid).